Dataset: the Open Reaction Database (ORD), a public repository of structured organic reaction records. Task: describe an organic reaction: reactants, conditions, products, and yield Starting materials: C(#N)CC1=CNC2=CC=C(C=C12)C(=O)NCC(=O)OC (Methyl [[[3-(cyanomethyl)-1H-indol-5-yl]carbonyl]amino]acetate), N (ammonia), N (ammonia). Reaction conditions: time 8 hour. Product: NC(CNC(=O)C=1C=C2C(=CNC2=CC1)CC#N)=O (N-(2-Amino-2-oxoethyl)-3-(cyanomethyl)-1H-indole-5-carboxamide). RXN SMILES: [C:1]([CH2:3][C:4]1[C:12]2[C:7](=[CH:8][CH:9]=[C:10]([C:13]([NH:15][CH2:16][C:17]([O:19]C)=O)=[O:14])[CH:11]=2)[NH:6][CH:5]=1)#[N:2].[NH3:21]>>[NH2:21][C:17](=[O:19])[CH2:16][NH:15][C:13]([C:10]1[CH:11]=[C:12]2[C:7](=[CH:8][CH:9]=1)[NH:6][CH:5]=[C:4]2[CH2:3][C:1]#[N:2])=[O:14]. Reported procedure: The product of Stage (i) (0.05 g) dissolved in methanolic ammonia (2 ml) was stirred overnight, further 2 ml portions of methanolic ammonia being added after 3.5 h and 5.5 h. The solution was evaporated to dryness and the residual solid triturated with anhydrous ether to present the product as a powder (0.036 g) m.p. 206°-209°. Reactants: ClC1=C(C=C2C(=CNC2=C1)C=O)C1=CC=C(C=C1)C(C)C (6-chloro-5-[4-(propan-2-yl)phenyl]-1H-indole-3-carbaldehyde), C(C)#N (acetonitrile), solution, [Mn](=O)(=O)(=O)[O-].[K+] (potassium permanganate), S([O-])(O)=O.[Na+] (Sodium bisulfite). Run in O (water). Run at temperature 30 celsius. The product is ClC1=C(C=C2C(=CNC2=C1)C(=O)O)C1=CC=C(C=C1)C(C)C (6-chloro-5-[4-(propan-2-yl)phenyl]-1H-indole-3-carboxylic acid). RXN SMILES: [Cl:1][C:2]1[CH:10]=[C:9]2[C:5]([C:6]([CH:11]=[O:12])=[CH:7][NH:8]2)=[CH:4][C:3]=1[C:13]1[CH:18]=[CH:17][C:16]([CH:19]([CH3:21])[CH3:20])=[CH:15][CH:14]=1.C(#N)C.[Mn]([O-])(=O)(=O)=[O:26].[K+].S(=O)(O)[O-].[Na+]>O>[Cl:1][C:2]1[CH:10]=[C:9]2[C:5]([C:6]([C:11]([OH:26])=[O:12])=[CH:7][NH:8]2)=[CH:4][C:3]=1[C:13]1[CH:18]=[CH:17][C:16]([CH:19]([CH3:21])[CH3:20])=[CH:15][CH:14]=1 |f:2.3,4.5|. Procedure: A vial was charged with 6-chloro-5-[4-(propan-2-yl)phenyl]-1H-indole-3-carbaldehyde, 1 mL acetonitrile, and 500 uL of a 1.0M solution of potassium permanganate in water. The vial was sealed and heated to 30° C. for 16 hrs. Sodium bisulfite (72 mg, 1.0 mmol) was then added and the reaction heated to 30° C. for 1 hr. The reaction was then filtered, and the solvent removed in vacuo. The residue was then purified by reverse phase prep HPLC to give the title compound. MS (AP−) 312 (M−H)−. RT=2.378 Co... Starting materials: Cl.NC(C(=O)O)CC1=CC(NC2=CC=C(C=C12)O)=O (2-amino-3-(6-hydroxy-2-quinolon-4-yl)propionic acid hydrochloride), C([O-])([O-])=O.[K+].[K+] (potassium carbonate), Cl (hydrochloric acid), ClC1=CC=C(C(=O)Cl)C=C1 (p-chlorobenzoyl chloride). Solvent: CC(=O)C (aceton), O (water), O (water). Run at time 3 hour. Yields the product ClC1=CC=C(C(=O)NC(C(=O)O)CC2=CC(NC3=CC=C(C=C23)OC(C2=CC=C(C=C2)Cl)=O)=O)C=C1 (2-(4-chlorobenzoylamino)3-[6-(4-chlorobenzoyloxy)-2-quinolon-4-yl]propionic acid). As a reaction SMILES: [ClH:1].[NH2:2][CH:3]([CH2:7][C:8]1[C:17]2[C:12](=[CH:13][CH:14]=[C:15]([OH:18])[CH:16]=2)[NH:11][C:10](=[O:19])[CH:9]=1)[C:4]([OH:6])=[O:5].[C:20](=[O:23])([O-])[O-].[K+].[K+].[Cl:26][C:27]1[CH:35]=[CH:34][C:30]([C:31](Cl)=[O:32])=[CH:29][CH:28]=1.Cl>CC(C)=O.O>[Cl:26][C:27]1[CH:35]=[CH:34][C:30]([C:31]([NH:2][CH:3]([CH2:7][C:8]2[C:17]3[C:12](=[CH:13][CH:14]=[C:15]([O:18][C:20](=[O:23])[C:12]4[CH:17]=[CH:16][C:15]([Cl:1])=[CH:14][CH:13]=4)[CH:16]=3)[NH:11][C:10](=[O:19])[CH:9]=2)[C:4]([OH:6])=[O:5])=[O:32])=[CH:29][CH:28]=1 |f:0.1,2.3.4|. Procedure: 2.0 Grams of 2-amino-3-(6-hydroxy-2-quinolon-4-yl)propionic acid hydrochloride and 4.8 g of potassium carbonate were dissolved in 100 ml of aceton with 50 ml of water. To this mixture was added 2.7 g of p-chlorobenzoyl chloride was added dropwise under ice-cooled condition with stirring. The reaction was continued for 3 hours under ice-cooled condition with stirring. Acetone was removed by distillation, the residue obtained was diluted with water, acidified with hydrochloric acid. The crystals p... Reactants: COC=1C=CC2=C(C(=C3CCCCN23)C=C[N+](=O)[O-])N1 (2-Methoxy-10-[2-nitroethenyl]-6,7,8,9-tetrahydropyrido[2,3-b]indolizine), [BH4-].[Na+] (sodium borohydride), C(C)(=O)O (acetic acid), C(Cl)(Cl)Cl (chloroform), 230-400. Run in C(C)(C)O (isopropanol). Run at time 30 minute. Yields the product COC=1C=CC2=C(C(=C3CCCCN23)CC[N+](=O)[O-])N1 (2-Methoxy-10-(2-nitroethyl)-6,7,8,9-tetrahydropyrido[2,3-b]indolizine). RXN SMILES: [CH3:1][O:2][C:3]1[CH:4]=[CH:5][C:6]2[N:14]3[C:9]([CH2:10][CH2:11][CH2:12][CH2:13]3)=[C:8]([CH:15]=[CH:16][N+:17]([O-:19])=[O:18])[C:7]=2[N:20]=1.C(Cl)(Cl)Cl.[BH4-].[Na+].C(O)(=O)C>C(O)(C)C>[CH3:1][O:2][C:3]1[CH:4]=[CH:5][C:6]2[N:14]3[C:9]([CH2:10][CH2:11][CH2:12][CH2:13]3)=[C:8]([CH2:15][CH2:16][N+:17]([O-:19])=[O:18])[C:7]=2[N:20]=1 |f:2.3|. Procedure details: Under argon and in an anhydrous medium, 650 mg (2.38 mmol) of the compound obtained in Step D are suspended in 10 ml of isopropanol and 30 ml of chloroform in the presence of 1.5 g of 230-400 mesh silica; 450 mg (11.90 mmol) of sodium borohydride are added slowly. After stirring for 30 minutes at room temperature, acetic acid is added and the reaction mixture is filtered over a glass frit. After removal of the solvents by evaporation, the residue is diluted in dichloromethane and washed with wat... The reactants are CO, COc1cccc(C(C)=NO)c1. The product is COc1cccc(C(C)N)c1. Reaction SMILES: [CH3:13][OH:14].[CH3:1][O:2][c:3]1[cH:4][c:5]([C:9]([CH3:10])=[N:11][OH:12])[cH:6][cH:7][cH:8]1>>[CH3:1][O:2][c:3]1[cH:4][c:5]([CH:9]([CH3:10])[NH2:11])[cH:6][cH:7][cH:8]1.